Dataset: the Open Reaction Database (ORD), a public repository of structured organic reaction records. Task: describe an organic reaction: reactants, conditions, products, and yield Product: CC(C)(C)C1=CC=C(C(=O)NC2=CC=C(C=C2)OCC(=O)OCC)C=C1 (4-(1,1-Dimethylethyl)-N-[4-(ethoxycarbonylmethoxy)-phenyl]-benzamide). The solvent is C(C)O (ethanol). RXN SMILES: [Na].[CH3:2][C:3]([C:6]1[CH:21]=[CH:20][C:9]([C:10]([NH:12][C:13]2[CH:18]=[CH:17][C:16]([OH:19])=[CH:15][CH:14]=2)=[O:11])=[CH:8][CH:7]=1)([CH3:5])[CH3:4].Br[CH2:23][C:24]([O:26][CH2:27][CH3:28])=[O:25]>C(O)C>[CH3:5][C:3]([C:6]1[CH:21]=[CH:20][C:9]([C:10]([NH:12][C:13]2[CH:14]=[CH:15][C:16]([O:19][CH2:23][C:24]([O:26][CH2:27][CH3:28])=[O:25])=[CH:17][CH:18]=2)=[O:11])=[CH:8][CH:7]=1)([CH3:2])[CH3:4] |^1:0|. Reported procedure: To a solution of 0.66 g. sodium in 25 ml. ethanol are added 7 g. 4-(1,1-dimethylethyl)-N-(4-hydroxyphenyl)benzamide (Example 2) and 3.2 ml. ethyl bromoacetate. The reaction mixture is boiled under reflux for 10 hours, the solvent is removed in a vacuum and the residue is recrystallised from toluene. There are obtained 5.5 g. (60% of theory) of the title compound; m.p. 119°-122° C. Reactants: [Na] (sodium), CC(C)(C)C1=CC=C(C(=O)NC2=CC=C(C=C2)O)C=C1 (4-(1,1-dimethylethyl)-N-(4-hydroxyphenyl)benzamide), BrCC(=O)OCC (ethyl bromoacetate). As a reaction SMILES: [Cl-].[Al+3].[Cl-].[Cl-].[C:5](Cl)(=[O:7])[CH3:6].[F:9][C:10]1[CH:15]=[C:14]([Br:16])[CH:13]=[CH:12][C:11]=1[C:17]1[CH:22]=[CH:21][CH:20]=[CH:19][CH:18]=1>C(Cl)Cl>[F:9][C:10]1[CH:15]=[C:14]([Br:16])[CH:13]=[CH:12][C:11]=1[C:17]1[CH:22]=[CH:21][C:20]([C:5](=[O:7])[CH3:6])=[CH:19][CH:18]=1 |f:0.1.2.3|. The product is FC1=C(C=CC(=C1)Br)C1=CC=C(C=C1)C(C)=O (2-fluoro-4-bromo-4'-acetylbiphenyl). Reactants: [Cl-].[Al+3].[Cl-].[Cl-] (aluminum chloride), C(C)(=O)Cl (acetylchloride), FC1=C(C=CC(=C1)Br)C1=CC=CC=C1 (2-fluoro-4-bromobiphenyl). Reported procedure: In a reactor were placed 113 g of anhydrous aluminum chloride and 600 1 of methylene chloride, to which was added 113 g of acetylchloride under stirring at 0° C. or less. Subsequently, a solution of 100 g of 2-fluoro-4-bromobiphenyl in 400 ml methylene chloride was added dropwise, stirred and reacted together for 7 hours while increasing the temperature up to room temperature. After adding the reaction solution to ice/dilute hydrochloric acid, the methylene chloride layer was washed sequentially... Run in C(Cl)Cl (methylene chloride), C(Cl)Cl (methylene chloride). The reactants are CC(C)OC(=O)CCCC=CCC1C(=O)CC(O[Si](C)(C)C(C)(C)C)C1C=CC(COc1cccc(C(F)(F)F)c1)O[Si](C)(C)C(C)(C)C, C1CCOC1, [Cl-], [Na+], OO. The product is CC(C)OC(=O)CCCC=CCC1C(O)CC(O[Si](C)(C)C(C)(C)C)C1C=CC(COc1cccc(C(F)(F)F)c1)O[Si](C)(C)C(C)(C)C. Reaction SMILES: [C:1]([CH3:2])([CH3:3])([CH3:4])[Si:5]([O:6][CH:7]([CH:8]=[CH:9][CH:10]1[CH:11]([CH2:24][CH:25]=[CH:26][CH2:27][CH2:28][CH2:29][C:30](=[O:31])[O:32][CH:33]([CH3:34])[CH3:35])[C:12](=[O:23])[CH2:13][CH:14]1[O:15][Si:16]([CH3:17])([CH3:18])[C:19]([CH3:20])([CH3:21])[CH3:22])[CH2:36][O:37][c:38]1[cH:39][c:40]([C:44]([F:45])([F:46])[F:47])[cH:41][cH:42][cH:43]1)([CH3:48])[CH3:49].[CH2:54]1[O:55][CH2:56][CH2:57][CH2:58]1.[Cl-:52].[Na+:53].[OH:50][OH:51]>>[C:1]([CH3:2])([CH3:3])([CH3:4])[Si:5]([O:6][CH:7]([CH:8]=[CH:9][CH:10]1[CH:11]([CH2:24][CH:25]=[CH:26][CH2:27][CH2:28][CH2:29][C:30](=[O:31])[O:32][CH:33]([CH3:34])[CH3:35])[CH:12]([OH:23])[CH2:13][CH:14]1[O:15][Si:16]([CH3:17])([CH3:18])[C:19]([CH3:20])([CH3:21])[CH3:22])[CH2:36][O:37][c:38]1[cH:39][c:40]([C:44]([F:45])([F:46])[F:47])[cH:41][cH:42][cH:43]1)([CH3:48])[CH3:49]. The reactants are BrC1=CC=CC=2N=CSC21 (7-bromobenzo[d]thiazole), C(=O)(C(F)(F)F)O (TFA). Product: S1C=NC2=C1C(=CC=C2)CC(=O)O (2-(benzo[d]thiazol-7-yl)acetic acid). Reaction SMILES: Br[C:2]1[C:10]2[S:9][CH:8]=[N:7][C:6]=2[CH:5]=[CH:4][CH:3]=1.[C:11]([OH:17])([C:13](F)(F)F)=[O:12]>>[S:9]1[C:10]2[C:2]([CH2:13][C:11]([OH:17])=[O:12])=[CH:3][CH:4]=[CH:5][C:6]=2[N:7]=[CH:8]1. Procedure details: The title compound (20 mg) was prepared from 7-bromobenzo[d]thiazole according to protocol P. LCMS (0.05% TFA): [M+1]+ 194.1. 1H-NMR (CDCl3, 400MHz): δ9.05 (s, 1H), 8.10(d, 1H, J=6.8Hz), 7.53 (m, 1H), 7.39 (d, 1H, J=6.8Hz), 3.96(s, 2H). Reactants: CCOC(=O)c1ccc2c(c1)sc1ccc(C)cc12, CCO, [K+], [OH-]. Product: Cc1ccc2sc3cc(C(=O)O)ccc3c2c1. Reaction SMILES: [CH2:3]([CH3:4])[O:5][C:6](=[O:7])[c:8]1[cH:9][cH:10][c:11]2[c:12]([s:13][c:14]3[c:15]2[cH:16][c:17]([CH3:20])[cH:18][cH:19]3)[cH:21]1.[CH3:22][CH2:23][OH:24].[K+:2].[OH-:1]>>[O:5]=[C:6]([OH:7])[c:8]1[cH:9][cH:10][c:11]2[c:12]([s:13][c:14]3[c:15]2[cH:16][c:17]([CH3:20])[cH:18][cH:19]3)[cH:21]1.